This data is from the Open Reaction Database (ORD), a public repository of structured organic reaction records. The task is: describe an organic reaction: reactants, conditions, products, and yield Starting materials: ClC1=CC=C2CCNC(C2=C1F)=O (7-chloro-8-fluoro-3,4-dihydro-2H-isoquinolin-1-one), IC=1C=NC=CC1C (3-iodo-4-methyl-pyridine), trans-N,N′-dimethyl-cyclohexyl-1,2-diamine, P(=O)([O-])([O-])[O-].[K+].[K+].[K+] (potassium phosphate). The reagents and catalysts are [Cu](I)I (copper iodide). The solvent is O1CCOCC1 (1,4-dioxane). The product is ClC1=CC=C2CCN(C(C2=C1F)=O)C=1C=NC=CC1C (7-Chloro-8-fluoro-2-(4-methyl-pyridin-3-yl)-3,4-dihydro-2H-isoquinolin-1-one). Isolated yield 28.3%. As a reaction SMILES: [Cl:1][C:2]1[C:11]([F:12])=[C:10]2[C:5]([CH2:6][CH2:7][NH:8][C:9]2=[O:13])=[CH:4][CH:3]=1.I[C:15]1[CH:16]=[N:17][CH:18]=[CH:19][C:20]=1[CH3:21].P([O-])([O-])([O-])=O.[K+].[K+].[K+]>[Cu](I)I.O1CCOCC1>[Cl:1][C:2]1[C:11]([F:12])=[C:10]2[C:5]([CH2:6][CH2:7][N:8]([C:15]3[CH:16]=[N:17][CH:18]=[CH:19][C:20]=3[CH3:21])[C:9]2=[O:13])=[CH:4][CH:3]=1 |f:2.3.4.5|. Reported procedure: Using analogous reaction conditions as described in Example 1, 7-chloro-8-fluoro-3,4-dihydro-2H-isoquinolin-1-one (I-33d: 150 mg, 0.753 mmol) was reacted with 3-iodo-4-methyl-pyridine (165 mg, 0.73 mmol), 1,4-dioxane (10 mL), copper iodide (143 mg, 0.075 mmol), trans-N,N′-dimethyl-cyclohexyl-1,2-diamine (32 mg, 0.225 mmol) and potassium phosphate (399 mg, 1.88 mmol) to afford the crude product. Purification by column chromatography on silica gel (1% methanol in CHCl3) afforded 60 mg of the produ... Starting materials: ClC=1C=CC2=C(C(=NCC(=N2)NN)C2=C(C=CC=C2F)F)C1 (7-chloro-2-hydrazino-5-(2,6-difluorophenyl)-3H-1,4-benzodiazepine), ClCC(CCCCO)=O (1-chloro-6-hydroxy-2-hexanone). Yields the product ClC=1C=CC2=C(C(=NCC(=N2)NN=C(CCl)CCCCO)C2=C(C=CC=C2F)F)C1 (7-chloro-2-[[2-chloro-1-(4-hydroxybutyl)ethylidene]hydrazino]-5-(2,6-difluoropheny1)-3H-1,4-benzodiazepine). Procedure: In the manner given in Example 1, 7-chloro-2-hydrazino-5-(2,6-difluorophenyl)-3H-1,4-benzodiazepine in tetrahydrofuran can be treated with 1-chloro-6-hydroxy-2-hexanone under nitrogen to give 7-chloro-2-[[2-chloro-1-(4-hydroxybutyl)ethylidene]hydrazino]-5-(2,6-difluoropheny1)-3H-1,4-benzodiazepine. Solvent: O1CCCC1 (tetrahydrofuran). RXN SMILES: [Cl:1][C:2]1[CH:3]=[CH:4][C:5]2[N:11]=[C:10]([NH:12][NH2:13])[CH2:9][N:8]=[C:7]([C:14]3[C:19]([F:20])=[CH:18][CH:17]=[CH:16][C:15]=3[F:21])[C:6]=2[CH:22]=1.[Cl:23][CH2:24][C:25](=O)[CH2:26][CH2:27][CH2:28][CH2:29][OH:30]>O1CCCC1>[Cl:1][C:2]1[CH:3]=[CH:4][C:5]2[N:11]=[C:10]([NH:12][N:13]=[C:25]([CH2:26][CH2:27][CH2:28][CH2:29][OH:30])[CH2:24][Cl:23])[CH2:9][N:8]=[C:7]([C:14]3[C:15]([F:21])=[CH:16][CH:17]=[CH:18][C:19]=3[F:20])[C:6]=2[CH:22]=1. The reactants are C(CCC)OC(=O)NC(COC(NCCCCCCCCCCCCCCCCCC)=O)CNS(=O)(=O)CCCCl (2-Butoxycarbonylamino-3-(3-chloropropylsulfonylamino)-1-octadecylcarbamoyloxypropane), C(CCCCCCCCCCCCCCC)SCC(CNS(=O)(=O)CCCI)OC (1-hexadecylthio-3-(3-iodopropylsulfonylamino)-2-methoxypropane). The product is C(CCC)OC(=O)NC(COC(NCCCCCCCCCCCCCCCCCC)=O)CNS(=O)(=O)CCCI (2-butoxycarbonylamino-3-(3-iodopropylsulfonylamino)-1-octadecylcarbamoyloxypropane). Reaction SMILES: [CH2:1]([O:5][C:6]([NH:8][CH:9]([CH2:33][NH:34][S:35]([CH2:38][CH2:39][CH2:40]Cl)(=[O:37])=[O:36])[CH2:10][O:11][C:12](=[O:32])[NH:13][CH2:14][CH2:15][CH2:16][CH2:17][CH2:18][CH2:19][CH2:20][CH2:21][CH2:22][CH2:23][CH2:24][CH2:25][CH2:26][CH2:27][CH2:28][CH2:29][CH2:30][CH3:31])=[O:7])[CH2:2][CH2:3][CH3:4].C(SCC(OC)CNS(CCC[I:69])(=O)=O)CCCCCCCCCCCCCCC>>[CH2:1]([O:5][C:6]([NH:8][CH:9]([CH2:33][NH:34][S:35]([CH2:38][CH2:39][CH2:40][I:69])(=[O:37])=[O:36])[CH2:10][O:11][C:12](=[O:32])[NH:13][CH2:14][CH2:15][CH2:16][CH2:17][CH2:18][CH2:19][CH2:20][CH2:21][CH2:22][CH2:23][CH2:24][CH2:25][CH2:26][CH2:27][CH2:28][CH2:29][CH2:30][CH3:31])=[O:7])[CH2:2][CH2:3][CH3:4]. Procedure details: 2-Butoxycarbonylamino-3-(3-chloropropylsulfonylamino)-1-octadecylcarbamoyloxypropane IIIe2 is allowed to react and worked up by the same procedure as described in (5). m.p. 96°-98° C. The summary of the experimental condition and the physical data of the product are listed in Table 8. Starting materials: C([O-])([O-])=O.[Cs+].[Cs+] (cesium carbonate), OC1=C(C=C(C=C1)S(=O)(=O)N)CCC (4-hydroxy-3-n-propylbenzenesulfonamide), BrC(C(=O)OC)C1=CC2=C(C=C1)OCO2 (Methyl α-bromo-3,4-methylenedioxyphenylacetate). The solvent is CN(C)C=O (DMF). Run at time 15 minute. Product: C(CC)C1=C(OC(C(=O)OC)C2=CC3=C(C=C2)OCO3)C=CC(=C1)S(=O)(=O)N (methyl α-(2-n-propyl-4-aminosulfonylphenoxy)-3,4-methylenedioxyphenylacetate). RXN SMILES: [OH:1][C:2]1[CH:7]=[CH:6][C:5]([S:8]([NH2:11])(=[O:10])=[O:9])=[CH:4][C:3]=1[CH2:12][CH2:13][CH3:14].C(=O)([O-])[O-].[Cs+].[Cs+].Br[CH:22]([C:27]1[CH:32]=[CH:31][C:30]2[O:33][CH2:34][O:35][C:29]=2[CH:28]=1)[C:23]([O:25][CH3:26])=[O:24]>CN(C=O)C>[CH2:12]([C:3]1[CH:4]=[C:5]([S:8]([NH2:11])(=[O:9])=[O:10])[CH:6]=[CH:7][C:2]=1[O:1][CH:22]([C:27]1[CH:32]=[CH:31][C:30]2[O:33][CH2:34][O:35][C:29]=2[CH:28]=1)[C:23]([O:25][CH3:26])=[O:24])[CH2:13][CH3:14] |f:1.2.3|. Procedure details: To a solution of 3.06 g (14.23 mmol) of the product of Step B dissolved in 25 mL of anhydrous DMF was added 4.87 g (15.0 mmol) of cesium carbonate and the reaction mixture was magnetically stirred under a nitrogen atmosphere at room temperature for 15 minutes. Methyl α-bromo-3,4-methylenedioxyphenylacetate (4.08 g, 15.0 mmol) was then added and the reaction mixture was stirred for an additional 3 hours. The reaction mixture was then partitioned between EtOAc (80 mL) and 10% aqueous citric acid (... Product: OC(C#CC=1C=CC2=C(C=3N(CCO2)C(=C(N3)C(=O)N)CN3CCCC3)C1)(C)C (10-(3-hydroxy-3-methylbut-1-yn-1-yl)-3-(pyrrolidin-1-ylmethyl)-5,6-dihydrobenzo[f]imidazo[1,2-d][1,4]oxazepine-2-carboxamide). Reaction SMILES: BrC1C=CC2OCCN3C=C(I)N=C3C=2C=1.C=O.O.N1CCCC1.C[Si](N[Si](C)(C)C)(C)C.Br[C:35]1[CH:36]=[CH:37][C:38]2[O:44][CH2:43][CH2:42][N:41]3[C:45]([CH2:51][N:52]4[CH2:56][CH2:55][CH2:54][CH2:53]4)=[C:46]([C:48]([NH2:50])=[O:49])[N:47]=[C:40]3[C:39]=2[CH:57]=1.[CH3:58][C:59]([OH:63])([C:61]#[CH:62])[CH3:60]>C(O)(=O)C.ClCCl.CN(C)C=O.C1C=CC(P(C2C=CC=CC=2)[C-]2C=CC=C2)=CC=1.C1C=CC(P(C2C=CC=CC=2)[C-]2C=CC=C2)=CC=1.Cl[Pd]Cl.[Fe+2]>[OH:63][C:59]([CH3:60])([CH3:58])[C:61]#[C:62][C:35]1[CH:36]=[CH:37][C:38]2[O:44][CH2:43][CH2:42][N:41]3[C:45]([CH2:51][N:52]4[CH2:56][CH2:55][CH2:54][CH2:53]4)=[C:46]([C:48]([NH2:50])=[O:49])[N:47]=[C:40]3[C:39]=2[CH:57]=1 |f:1.2,10.11.12.13|. Isolated yield 18.0%. Reactants: BrC=1C=CC2=C(C=3N(CCO2)C=C(N3)I)C1 (10-bromo-2-iodo-5,6-dihydrobenzo[f]imidazo[1,2-d][1,4]oxazepine), C=O.O (HCHO H2O), N1CCCC1 (pyrrolidine), CC(C)(C#C)O (2-methylbut-3-yn-2-ol), intermediate, C[Si](C)(C)N[Si](C)(C)C (HMDS), BrC=1C=CC2=C(C=3N(CCO2)C(=C(N3)C(=O)N)CN3CCCC3)C1 (10-bromo-3-(pyrrolidin-1-ylmethyl)-5,6-dihydrobenzo[f]imidazo[1,2-d][1,4]oxazepine-2-carboxamide). Solvent: ClCCl (dichloromethane), ClCCl (dichloromethane), C(C)(=O)O (acetic acid), CN(C=O)C (N,N-dimethylformamide). Procedure: 10-bromo-2-iodo-5,6-dihydrobenzo[f]imidazo[1,2-d][1,4]oxazepine (300 mg, 0.77 mmol, 1.00 equiv), HCHO/H2O (312 mg, 4.00 equiv), pyrrolidine (332 mg, 4.67 mmol, 6.00 equiv) in acetic acid (4 mL) was stirred overnight at 55° C. The resulting solution was diluted with dichloromethane, washed with saturated aqueous NaHCO3 solution, dried over anhydrous sodium sulfate and concentrated under vacuum. The residue was applied onto a silica gel column with dichloromethane/MeOH (10/1). This resulted in 200... Reagents/catalysts: C1=CC=C(C=C1)P([C-]2C=CC=C2)C3=CC=CC=C3.C1=CC=C(C=C1)P([C-]2C=CC=C2)C3=CC=CC=C3.Cl[Pd]Cl.[Fe+2] (Pd(dppf)Cl2). Reactants: NC=1C=CC=C2C=CC(=CC12)OC=1C=CC2=C(N(C(=N2)COC2=CC=C(CC3C(NC(S3)=O)=O)C=C2)C)C1 (5-[4-[6-(8-aminonaphthalen-2-yloxy)-1-methyl-1H-benzimidazol-2-ylmethoxy]benzyl]thiazolidine-2,4-dione), C1(=CC=CC=C1)S(=O)(=O)N=C=O (benzenesulfonyl isocyanate). Solvent: O1CCCC1 (tetrahydrofuran). Run at time 3 hour. Product: C1(=CC=CC=C1)S(=O)(=O)NC(=O)NC1=CC=CC2=CC=C(C=C12)OC=1C=CC2=C(N(C(=N2)COC2=CC=C(C=C2)CC2C(NC(S2)=O)=O)C)C1 (1-Benzenesulfonyl-3-(7-[2-[4-(2,4-dioxothiazolidin-5-ylmethyl)phenoxymethyl]-1-methyl-1H-benzimidazol-6-yloxy]naphthalen-1-yl)urea). The yield is 10.2%. Reaction SMILES: [NH2:1][C:2]1[CH:3]=[CH:4][CH:5]=[C:6]2[C:11]=1[CH:10]=[C:9]([O:12][C:13]1[CH:14]=[CH:15][C:16]3[N:20]=[C:19]([CH2:21][O:22][C:23]4[CH:36]=[CH:35][C:26]([CH2:27][CH:28]5[S:32][C:31](=[O:33])[NH:30][C:29]5=[O:34])=[CH:25][CH:24]=4)[N:18]([CH3:37])[C:17]=3[CH:38]=1)[CH:8]=[CH:7]2.[C:39]1([S:45]([N:48]=[C:49]=[O:50])(=[O:47])=[O:46])[CH:44]=[CH:43][CH:42]=[CH:41][CH:40]=1>O1CCCC1>[C:39]1([S:45]([NH:48][C:49]([NH:1][C:2]2[C:11]3[C:6](=[CH:7][CH:8]=[C:9]([O:12][C:13]4[CH:14]=[CH:15][C:16]5[N:20]=[C:19]([CH2:21][O:22][C:23]6[CH:24]=[CH:25][C:26]([CH2:27][CH:28]7[S:32][C:31](=[O:33])[NH:30][C:29]7=[O:34])=[CH:35][CH:36]=6)[N:18]([CH3:37])[C:17]=5[CH:38]=4)[CH:10]=3)[CH:5]=[CH:4][CH:3]=2)=[O:50])(=[O:46])=[O:47])[CH:40]=[CH:41][CH:42]=[CH:43][CH:44]=1. Reported procedure: To a solution of 5-[4-[6-(8-aminonaphthalen-2-yloxy)-1-methyl-1H-benzimidazol-2-ylmethoxy]benzyl]thiazolidine-2,4-dione (0.4 g) in anhydrous tetrahydrofuran (8 ml) was added benzenesulfonyl isocyanate (0.22 g) and the mixture was stirred at room temperature for 3 hours. The reaction mixture was concentrated. The residue was chromatographed on a silica gel column using ethyl acetate:n-hexane=3:1 as the eluant. The product was recrystallized from n-hexane to afford the title compound (55 mg, mp 19... The reactants are CCN=C=NCCCN(C)C, ClCCl, Cl, NCc1ccc(C(F)(F)F)cc1, O=C(O)CN1CCC(c2ccccc2)(c2ccccc2)C1=O. Product: O=C(CN1CCC(c2ccccc2)(c2ccccc2)C1=O)NCc1ccc(C(F)(F)F)cc1. Reaction SMILES: [CH2:36]([N:37]=[C:38]=[N:39][CH2:40][CH2:41][CH2:42][N:43]([CH3:44])[CH3:45])[CH3:46].[Cl:47][CH2:48][Cl:49].[ClH:35].[F:1][C:2]([c:3]1[cH:4][cH:5][c:6]([CH2:9][NH2:10])[cH:7][cH:8]1)([F:11])[F:12].[O:13]=[C:14]1[N:15]([CH2:31][C:32](=[O:33])[OH:34])[CH2:16][CH2:17][C:18]1([c:19]1[cH:20][cH:21][cH:22][cH:23][cH:24]1)[c:25]1[cH:26][cH:27][cH:28][cH:29][cH:30]1>>[F:1][C:2]([c:3]1[cH:4][cH:5][c:6]([CH2:9][NH:10][C:32]([CH2:31][N:15]2[C:14](=[O:13])[C:18]([c:19]3[cH:20][cH:21][cH:22][cH:23][cH:24]3)([c:25]3[cH:26][cH:27][cH:28][cH:29][cH:30]3)[CH2:17][CH2:16]2)=[O:33])[cH:7][cH:8]1)([F:11])[F:12]. Conditions: temperature 60 celsius, time 2 hour. Run in C1CCOC1 (THF). RXN SMILES: C1CCN(C(/N=N/C(N2CCCCC2)=O)=O)CC1.[CH:19]1([C:22]2[N:26]([CH3:27])[C:25]3[CH:28]=[C:29]([N:32]4[CH:37]=[CH:36][C:35]([OH:38])=[CH:34][C:33]4=[O:39])[CH:30]=[CH:31][C:24]=3[N:23]=2)[CH2:21][CH2:20]1.[Br:40][C:41]1[CH:42]=[C:43]([CH2:47]O)[S:44][C:45]=1[Cl:46].C(P(CCCC)CCCC)CCC>C1COCC1>[Br:40][C:41]1[CH:42]=[C:43]([CH2:47][O:38][C:35]2[CH:36]=[CH:37][N:32]([C:29]3[CH:30]=[CH:31][C:24]4[N:23]=[C:22]([CH:19]5[CH2:20][CH2:21]5)[N:26]([CH3:27])[C:25]=4[CH:28]=3)[C:33](=[O:39])[CH:34]=2)[S:44][C:45]=1[Cl:46]. Starting materials: C1CCN(CC1)C(=O)/N=N/C(=O)N2CCCCC2 (1,1-(Azodicarbonyl)dipiperidine), C1(CC1)C1=NC2=C(N1C)C=C(C=C2)N2C(C=C(C=C2)O)=O (1-(2-cyclopropyl-1-methyl-1H-benzo[d]imidazol-6-yl)-4-hydroxypyridin-2(1H)-one), BrC=1C=C(SC1Cl)CO ((4-bromo-5-chloro-2-thienyl)methanol), C(CCC)P(CCCC)CCCC (tributylphosphine). Product: BrC=1C=C(SC1Cl)COC1=CC(N(C=C1)C=1C=CC2=C(N(C(=N2)C2CC2)C)C1)=O (4-((4-Bromo-5-chloro-2-thienyl)methoxy)-1-(2-cyclopropyl-1-methyl-1H-benzimidazol-6-yl)pyridin-2(1H)-one). Procedure details: 1,1-(Azodicarbonyl)dipiperidine (269 mg) was added to a solution of 1-(2-cyclopropyl-1-methyl-1H-benzo[d]imidazol-6-yl)-4-hydroxypyridin-2(1H)-one (100 mg), (4-bromo-5-chloro-2-thienyl)methanol (162 mg) and tributylphosphine (0.26 ml) in THF (5 ml) at room temperature. The mixture was stirred at 60° C. for 2 h. The mixture was quenched with water at room temperature and extracted with EtOAc. The organic layer was separated, washed with water and brine successively, dried over MgSO4 and concentra... Isolated yield 6.9%.